This data is from the Open Reaction Database (ORD), a public repository of structured organic reaction records. The task is: describe an organic reaction: reactants, conditions, products, and yield The reactants are C1(CCCCC1)C1=NOC(=C1C1=NC(=NC=C1)NC=1C=C(C=CC1)O)C (3-[4-(3-cyclohexyl-5-methyl-isoxazol-4-yl)-pyrimidin-2-ylamino]-phenol), N(=NC(=O)OCC)C(=O)OCC (diethyl azodicarboxylate), C1(=CC=CC=C1)P(C1=CC=CC=C1)C1=CC=CC=C1 (triphenylphosphine), BrCCO (2-bromoethanol). Run in C1CCOC1 (THF). Conditions: time 4 hour. Product: BrCCOC=1C=C(C=CC1)NC1=NC=CC(=N1)C=1C(=NOC1C)C1CCCCC1 ([3-(2-Bromo-ethoxy)-phenyl]-[4-(3-cyclohexyl-5-methyl-isoxazol-4-yl)-pyrimidin-2-yl]-amine). Yield: 64.9%. RXN SMILES: [CH:1]1([C:7]2[C:11]([C:12]3[CH:17]=[CH:16][N:15]=[C:14]([NH:18][C:19]4[CH:20]=[C:21]([OH:25])[CH:22]=[CH:23][CH:24]=4)[N:13]=3)=[C:10]([CH3:26])[O:9][N:8]=2)[CH2:6][CH2:5][CH2:4][CH2:3][CH2:2]1.N(C(OCC)=O)=NC(OCC)=O.C1(P(C2C=CC=CC=2)C2C=CC=CC=2)C=CC=CC=1.[Br:58][CH2:59][CH2:60]O>C1COCC1>[Br:58][CH2:59][CH2:60][O:25][C:21]1[CH:20]=[C:19]([NH:18][C:14]2[N:13]=[C:12]([C:11]3[C:7]([CH:1]4[CH2:2][CH2:3][CH2:4][CH2:5][CH2:6]4)=[N:8][O:9][C:10]=3[CH3:26])[CH:17]=[CH:16][N:15]=2)[CH:24]=[CH:23][CH:22]=1. Reported procedure: To a solution of phenol 11 (880 mg, 2.51 mmol) in THF (anhydrous, 5 ml) was added diethyl azodicarboxylate (0.52 ml, 3.27 mmol) and triphenylphosphine (857 mg, 3.27 mmol) followed by 2-bromoethanol (0.23 ml, 3.27 mmol) at 0° C. The resulting mixture was stirred at room temperature for 4 hours and the solvent was removed in vacuo. The crude product was purified by silica gel chromatography (30% EtOAC:hexanes) to afford the desired bromo derivative 12 (745 mg) as a white solid in 65% yield. 1H NMR... The reactants are aminopropyl, C1=CC(=CC(=C1)Cl)C(=O)OO (mCPBA), C1(CC1)NC(=O)C=1C=C(C(=C(C1)C1=CC=C(C=N1)C(=O)NC(CC)CC)C)F (6-{5-[(cyclopropylamino)carbonyl]-3-fluoro-2-methylphenyl}-N-(1 ethylpropyl)-3-pyridinecarboxamide), C1(CC1)NC(=O)C=1C=C(C(=C(C1)C1=CC=C(C=N1)C(=O)NC(CC)CC)C)F (6-{5-[(cyclopropylamino)carbonyl]-3-fluoro-2-methylphenyl}-N-(1 ethylpropyl)-3-pyridinecarboxamide). The solvent is CO (methanol), C(Cl)(Cl)Cl (chloroform), C(Cl)(Cl)Cl (chloroform). Reaction conditions: temperature 60 celsius. The product is C1(CC1)NC(=O)C=1C=C(C(=C(C1)C1=CC=C(C=[N+]1[O-])C(=O)NC(CC)CC)C)F (6-{5-[(cyclopropylamino)carbonyl]-3-fluoro-2-methylphenyl}-N-(1-ethylpropyl)-3-pyridinecarboxamide 1-oxide). Reaction SMILES: C1C=C(Cl)C=C(C(OO)=[O:9])C=1.[CH:12]1([NH:15][C:16]([C:18]2[CH:19]=[C:20]([F:39])[C:21]([CH3:38])=[C:22]([C:24]3[N:29]=[CH:28][C:27]([C:30]([NH:32][CH:33]([CH2:36][CH3:37])[CH2:34][CH3:35])=[O:31])=[CH:26][CH:25]=3)[CH:23]=2)=[O:17])[CH2:14][CH2:13]1>C(Cl)(Cl)Cl.CO>[CH:12]1([NH:15][C:16]([C:18]2[CH:19]=[C:20]([F:39])[C:21]([CH3:38])=[C:22]([C:24]3[N+:29]([O-:9])=[CH:28][C:27]([C:30]([NH:32][CH:33]([CH2:34][CH3:35])[CH2:36][CH3:37])=[O:31])=[CH:26][CH:25]=3)[CH:23]=2)=[O:17])[CH2:14][CH2:13]1. Reported procedure: mCPBA (57-86%, 10 mg) dissolved in chloroform (0.1 ml) was added to a solution of 6-{5-[(cyclopropylamino)carbonyl]-3-fluoro-2-methylphenyl}-N-(1 ethylpropyl)-3-pyridinecarboxamide (Intermediate 12, 10 mg) in chloroform (2 ml) at 60° C. and the reaction maintained at 60° C. for 5 hrs. The reaction was allowed to cool, diluted with methanol, and passed through an aminopropyl SPE (1 g). The filtrate was reduced to dryness under vacuum and the residue triturated with ether to give 6-{5-[(cyclopropy... Reaction SMILES: [CH:18]([OH:19])([CH3:20])[CH3:21].[Cl:1][c:2]1[c:3]2[n:4]([cH:5][cH:6][n:7]1)[c:8]([CH:12]1[CH2:13][CH:14]([OH:16])[CH2:15]1)[n:9][c:10]2[I:11].[NH3:17]>>[c:2]1([NH2:17])[c:3]2[n:4]([cH:5][cH:6][n:7]1)[c:8]([CH:12]1[CH2:13][CH:14]([OH:16])[CH2:15]1)[n:9][c:10]2[I:11]. Yields the product Nc1nccn2c(C3CC(O)C3)nc(I)c12. Starting materials: CC(C)O, OC1CC(c2nc(I)c3c(Cl)nccn23)C1, N. Starting materials: N1C=NC=C1 (imidazole), N1C=NC=C1 (imidazole), [OH-].[Na+] (sodium hydroxide), BrCC1=CC=C(C=CC(=O)OCC)C=C1 (ethyl p-bromomethylcinnamate). The reagents and catalysts are [Ag] (silver), [N+](=O)([O-])[O-].[Ag+] (silver nitrate). Solvent: CN(C=O)C (N,N-dimethylformamide). Run at temperature 100 celsius. The product is N1C(=NC=C1)CC1=CC=C(C=CC(=O)OCC)C=C1 (Ethyl p-(1-imidazolylmethyl)cinnamate). As a reaction SMILES: [NH:1]1[CH:5]=[CH:4][N:3]=[CH:2]1.[OH-].[Na+].Br[CH2:9][C:10]1[CH:22]=[CH:21][C:13]([CH:14]=[CH:15][C:16]([O:18][CH2:19][CH3:20])=[O:17])=[CH:12][CH:11]=1>CN(C)C=O.[Ag].[N+]([O-])([O-])=O.[Ag+]>[NH:1]1[CH:5]=[CH:4][N:3]=[C:2]1[CH2:9][C:10]1[CH:22]=[CH:21][C:13]([CH:14]=[CH:15][C:16]([O:18][CH2:19][CH3:20])=[O:17])=[CH:12][CH:11]=1 |f:1.2,6.7|. Reported procedure: A suspension of 1.75 g of silver salt of imidazole, which was prepared from imidazole and silver nitrate in a sodium hydroxide solution, and 2.7 g of ethyl p-bromomethylcinnamate in 50 ml of N,N-dimethylformamide was heated at 100° C. for 7 hours. The reactants are N1N=C(C=C1)C1=CC=C(C=C1)C(=O)N1CC=2N(CC3=C1C=CC=C3)C=CC2 ([4-(1H-pyrazol-3-yl)-phenyl]-(5H,11H-pyrrolo[2,1-c][1,4]benzodiazepin-10-yl)-methanone), C=1(C(=CC=CC1)C(=O)Cl)C1=CC=CC=C1 (2-biphenylcarbonyl chloride). The solvent is N1=CC=CC=C1 (pyridine). Product: C=1(C(=CC=CC1)C(=O)N1N=C(C=C1)C1=CC=C(C=C1)C(=O)N1CC=2N(CC3=C1C=CC=C3)C=CC2)C2=CC=CC=C2 ({4-[1-(Biphenyl-2-carbonyl)-1H-pyrazol-3-yl]-phenyl}-(5H,11H-pyrrolo[2,1-c][1,4]benzodiazepin-10-yl)-methanone). The yield is 45.8%. RXN SMILES: [NH:1]1[CH:5]=[CH:4][C:3]([C:6]2[CH:11]=[CH:10][C:9]([C:12]([N:14]3[C:20]4[CH:21]=[CH:22][CH:23]=[CH:24][C:19]=4[CH2:18][N:17]4[CH:25]=[CH:26][CH:27]=[C:16]4[CH2:15]3)=[O:13])=[CH:8][CH:7]=2)=[N:2]1.[C:28]1([C:37]2[CH:42]=[CH:41][CH:40]=[CH:39][CH:38]=2)[C:29]([C:34](Cl)=[O:35])=[CH:30][CH:31]=[CH:32][CH:33]=1>N1C=CC=CC=1>[C:28]1([C:37]2[CH:42]=[CH:41][CH:40]=[CH:39][CH:38]=2)[C:29]([C:34]([N:1]2[CH:5]=[CH:4][C:3]([C:6]3[CH:11]=[CH:10][C:9]([C:12]([N:14]4[C:20]5[CH:21]=[CH:22][CH:23]=[CH:24][C:19]=5[CH2:18][N:17]5[CH:25]=[CH:26][CH:27]=[C:16]5[CH2:15]4)=[O:13])=[CH:8][CH:7]=3)=[N:2]2)=[O:35])=[CH:30][CH:31]=[CH:32][CH:33]=1. Procedure details: In the manner of Example 32, employing [4-(1H-pyrazol-3-yl)-phenyl]-(5H,11H-pyrrolo[2,1-c][1,4]benzodiazepin-10-yl)-methanone (0.71 g) in dry pyridine (20 ml) and 2-biphenylcarbonyl chloride (0.65 g), the title compound (0.49 g) was obtained as an amorphous solid, MS, Hz: 534 (M)+. Reactants: ClC(Cl)(Cl)Cl, Cc1ccc(-c2cscc2-c2nnc(C)o2)cc1, CC(=O)[O-], CC(=O)O, CC(C)(C#N)N=NC(C)(C)C#N, [Na+], O=C1CCC(=O)N1Br. Product: Cc1nnc(-c2cscc2-c2ccc(CBr)cc2)o1. Reaction SMILES: [C:48]([Cl:49])([Cl:50])([Cl:51])[Cl:52].[CH3:1][c:2]1[n:3][n:4][c:5](-[c:7]2[cH:8][s:9][cH:10][c:11]2-[c:12]2[cH:13][cH:14][c:15]([CH3:18])[cH:16][cH:17]2)[o:6]1.[CH3:32][C:33](=[O:34])[O-:35].[CH3:44][C:45](=[O:46])[OH:47].[N:19]#[C:20][C:21]([N:22]=[N:23][C:24]([C:25]#[N:26])([CH3:27])[CH3:28])([CH3:29])[CH3:30].[Na+:31].[O:36]=[C:37]1[N:38]([Br:43])[C:39](=[O:40])[CH2:41][CH2:42]1>>[CH3:1][c:2]1[n:3][n:4][c:5](-[c:7]2[cH:8][s:9][cH:10][c:11]2-[c:12]2[cH:13][cH:14][c:15]([CH2:18][Br:43])[cH:16][cH:17]2)[o:6]1. Starting materials: CCCN(CC(C)Sc1ccc(CCC(=O)OC)c(C)c1)S(=O)(=O)c1sc2ccc(Cl)cc2c1C, CCO, Cl, [Na+], [OH-]. Product: CCCN(CC(C)Sc1ccc(CCC(=O)O)c(C)c1)S(=O)(=O)c1sc2ccc(Cl)cc2c1C. RXN SMILES: [CH3:1][O:2][C:3]([CH2:4][CH2:5][c:6]1[c:7]([CH3:34])[cH:8][c:9]([S:12][CH:13]([CH2:14][N:15]([CH2:16][CH2:17][CH3:18])[S:19](=[O:20])(=[O:21])[c:22]2[c:23]([CH3:32])[c:24]3[c:25]([s:26]2)[cH:27][cH:28][c:29]([Cl:31])[cH:30]3)[CH3:33])[cH:10][cH:11]1)=[O:35].[CH3:37][CH2:38][OH:39].[ClH:36].[Na+:41].[OH-:40]>>[O:2]=[C:3]([CH2:4][CH2:5][c:6]1[c:7]([CH3:34])[cH:8][c:9]([S:12][CH:13]([CH2:14][N:15]([CH2:16][CH2:17][CH3:18])[S:19](=[O:20])(=[O:21])[c:22]2[c:23]([CH3:32])[c:24]3[c:25]([s:26]2)[cH:27][cH:28][c:29]([Cl:31])[cH:30]3)[CH3:33])[cH:10][cH:11]1)[OH:35]. The reactants are FC1=C(C(=O)OC)C=C(C(=C1)C)F (methyl 2,5-difluoro-4-methylbenzoate), BrN1C(CCC1=O)=O (N-bromosuccinimide). Reagents/catalysts: C(C1=CC=CC=C1)(=O)OOC(C1=CC=CC=C1)=O (dibenzoyl peroxide). The solvent is C(Cl)(Cl)(Cl)Cl (carbon tetrachloride). Reaction conditions: temperature 88 celsius, time 18 hour. Yields the product BrCC1=CC(=C(C(=O)OC)C=C1F)F (Methyl 4-(bromomethyl)-2,5-difluorobenzoate). Yield: 37.1%. Reaction SMILES: [F:1][C:2]1[CH:11]=[C:10]([CH3:12])[C:9]([F:13])=[CH:8][C:3]=1[C:4]([O:6][CH3:7])=[O:5].[Br:14]N1C(=O)CCC1=O>C(Cl)(Cl)(Cl)Cl.C(OOC(=O)C1C=CC=CC=1)(=O)C1C=CC=CC=1>[Br:14][CH2:12][C:10]1[C:9]([F:13])=[CH:8][C:3]([C:4]([O:6][CH3:7])=[O:5])=[C:2]([F:1])[CH:11]=1. Procedure details: To methyl 2,5-difluoro-4-methylbenzoate (Preparation 26, 55 g, 0.29 mol) in carbon tetrachloride (0.4 L) was added N-bromosuccinimide (52.6 g, 0.29 mol) and dibenzoyl peroxide (1 g, 3.5 mmol) and heated at 88° C. for 5 hours under a nitrogen atmosphere. The reaction mixture was cooled to room temperature and allowed to stand for 18 hours, then washed with water (400 mL), brine (100 mL), dried over sodium sulphate and concentrated in vacuo. The resulting solid was triturated with n-heptane (120 m... Starting materials: C(C)(C)(C)OC(=O)N1C=C(C=2C1=NC=C(C2)Cl)CCl (5-chloro-3-chloromethyl-pyrrolo[2,3-b]pyridine-1-carboxylic acid tert-butyl ester), N (ammonia), C(C)(C)(C)OC(N(CC=1C=NC=C(C1)F)C1=NC(=C(C=C1)Br)F)=O ((5-bromo-6-fluoro-pyridin-2-yl)-(5-fluoro-pyridin-3-ylmethyl)-carbamic acid tert-butyl ester), C(C)(C)[Mg]Cl (isopropylmagnesium chloride), CuCN-2LiCl. Solvent: O1CCCC1 (tetrahydrofuran), O1CCCC1 (tetrahydrofuran). Reaction conditions: temperature -35 celsius, time 1 hour. The product is C(C)(C)(C)OC(=O)N1C=C(C=2C1=NC=C(C2)Cl)CC=2C(=NC(=CC2)N(CC=2C=NC=C(C2)F)C(=O)OC(C)(C)C)F (3-{6-[tert-butoxycarbonyl-(5-fluoro-pyridin-3-ylmethyl)-amino]-2-fluoro-pyridin-3-ylmethyl}-5-chloro-pyrrolo[2,3-b]pyridine-1-carboxylic acid tert-butyl ester). The yield is 22.3%. Reaction SMILES: [C:1]([O:5][C:6](=[O:24])[N:7]([C:16]1[CH:21]=[CH:20][C:19](Br)=[C:18]([F:23])[N:17]=1)[CH2:8][C:9]1[CH:10]=[N:11][CH:12]=[C:13]([F:15])[CH:14]=1)([CH3:4])([CH3:3])[CH3:2].C([Mg]Cl)(C)C.[C:30]([O:34][C:35]([N:37]1[C:41]2=[N:42][CH:43]=[C:44]([Cl:46])[CH:45]=[C:40]2[C:39]([CH2:47]Cl)=[CH:38]1)=[O:36])([CH3:33])([CH3:32])[CH3:31].N>O1CCCC1>[C:30]([O:34][C:35]([N:37]1[C:41]2=[N:42][CH:43]=[C:44]([Cl:46])[CH:45]=[C:40]2[C:39]([CH2:47][C:19]2[C:18]([F:23])=[N:17][C:16]([N:7]([C:6]([O:5][C:1]([CH3:4])([CH3:3])[CH3:2])=[O:24])[CH2:8][C:9]3[CH:10]=[N:11][CH:12]=[C:13]([F:15])[CH:14]=3)=[CH:21][CH:20]=2)=[CH:38]1)=[O:36])([CH3:33])([CH3:32])[CH3:31]. Procedure details: To (5-bromo-6-fluoro-pyridin-2-yl)-(5-fluoro-pyridin-3-ylmethyl)-carbamic acid tert-butyl ester (143, 0.600 g, 1.50 mmol) in 10.0 mL of tetrahydrofuran at −25° C. under nitrogen, isopropylmagnesium chloride (0.730 mL, 2.0 M in tetrahydrofuran, 1.46 mmol) was added and the reaction allowed to come to 5° C. over 1 hour. The reaction was then cooled to −35° C., and CuCN-2LiCl (2.0 mL, 0.75 M in tetrahydrofuran, 1.5 mmol) was added. After 5 minutes, 5-chloro-3-chloromethyl-pyrrolo[2,3-b]pyridine-1-c...